From a dataset of the Open Reaction Database (ORD), a public repository of structured organic reaction records. describe an organic reaction: reactants, conditions, products, and yield The reactants are O=C([O-])[O-], ClCCl, CCc1c(CCl)nc2sccn12, Fc1cccc(-c2ncc[nH]2)n1, [K+], [K+], CN(C)C=O. Yields the product CCc1c(Cn2ccnc2-c2cccc(F)n2)nc2sccn12. As a reaction SMILES: [C:25](=[O:26])([O-:27])[O-:28].[CH2:31]([Cl:32])[Cl:33].[Cl:1][CH2:2][c:3]1[n:4][c:5]2[s:6][cH:7][cH:8][n:9]2[c:10]1[CH2:11][CH3:12].[F:13][c:14]1[n:15][c:16](-[c:20]2[nH:21][cH:22][cH:23][n:24]2)[cH:17][cH:18][cH:19]1.[K+:29].[K+:30].[O:34]=[CH:35][N:36]([CH3:37])[CH3:38]>>[CH2:2]([c:3]1[n:4][c:5]2[s:6][cH:7][cH:8][n:9]2[c:10]1[CH2:11][CH3:12])[n:24]1[c:20](-[c:16]2[n:15][c:14]([F:13])[cH:19][cH:18][cH:17]2)[n:21][cH:22][cH:23]1. The reactants are COC=1C=C(C=CC(=O)Cl)C=C(C1OC)OC (3,4,5-trimethoxycinnamoyl chloride), C(CCCCC)NC(=O)C(C)N1CCNCC1 (1-[1-(hexylaminocarbonyl)ethyl]piperazine). Solvent: C(Cl)(Cl)Cl (chloroform). Conditions: time 15 minute. Yields the product COC=1C=C(C=CC(=O)N2CCN(CC2)C(C)C(=O)NCCCCCC)C=C(C1OC)OC (1-(3,4,5-Trimethoxycinnamoyl)-4-[1-(hexylaminocarbonyl)ethyl]piperazine). RXN SMILES: [CH3:1][O:2][C:3]1[CH:4]=[C:5]([CH:11]=[C:12]([O:16][CH3:17])[C:13]=1[O:14][CH3:15])[CH:6]=[CH:7][C:8](Cl)=[O:9].[CH2:18]([NH:24][C:25]([CH:27]([N:29]1[CH2:34][CH2:33][NH:32][CH2:31][CH2:30]1)[CH3:28])=[O:26])[CH2:19][CH2:20][CH2:21][CH2:22][CH3:23]>C(Cl)(Cl)Cl>[CH3:1][O:2][C:3]1[CH:4]=[C:5]([CH:11]=[C:12]([O:16][CH3:17])[C:13]=1[O:14][CH3:15])[CH:6]=[CH:7][C:8]([N:32]1[CH2:31][CH2:30][N:29]([CH:27]([C:25]([NH:24][CH2:18][CH2:19][CH2:20][CH2:21][CH2:22][CH3:23])=[O:26])[CH3:28])[CH2:34][CH2:33]1)=[O:9]. Procedure: 6.39 g of 3,4,5-trimethoxycinnamoyl chloride is added with stirring at room temperature to a solution of 5.00 g of 1-[1-(hexylaminocarbonyl)ethyl]piperazine in 80 ml of chloroform, and the resulting solution is stirred at room temperature for 15 minutes. The reactants are [OH-].[Na+] (NaOH), ClC1=CC=C(C=C1)C1=CC=2N=CN(C(C2S1)=O)C1=CC(=C(C=C1)OCCN1CCCC1)OC (6-(4-chlorophenyl)-3-[3-methoxy-4-(2-pyrrolidin-1-ylethoxy)phenyl] thieno[3,2-d]pyrimidin-4(3H)-one). The solvent is CS(=O)C (DMSO). Yields the product NC1=C(SC(=C1)C1=CC=C(C=C1)Cl)C(=O)NC1=CC(=C(C=C1)OCCN1CCCC1)OC (3-Amino-5-(4-chlorophenyl)-N-[3-methoxy-4-(2-pyrrolidin-1-ylethoxy) phenyl]thiophene-2-carboxamide). RXN SMILES: [OH-].[Na+].[Cl:3][C:4]1[CH:9]=[CH:8][C:7]([C:10]2[S:18][C:17]3[C:16](=[O:19])[N:15]([C:20]4[CH:25]=[CH:24][C:23]([O:26][CH2:27][CH2:28][N:29]5[CH2:33][CH2:32][CH2:31][CH2:30]5)=[C:22]([O:34][CH3:35])[CH:21]=4)C=[N:13][C:12]=3[CH:11]=2)=[CH:6][CH:5]=1>CS(C)=O>[NH2:13][C:12]1[CH:11]=[C:10]([C:7]2[CH:6]=[CH:5][C:4]([Cl:3])=[CH:9][CH:8]=2)[S:18][C:17]=1[C:16]([NH:15][C:20]1[CH:25]=[CH:24][C:23]([O:26][CH2:27][CH2:28][N:29]2[CH2:33][CH2:32][CH2:31][CH2:30]2)=[C:22]([O:34][CH3:35])[CH:21]=1)=[O:19] |f:0.1|. Procedure details: Aqueous NaOH (4 mL, 1N) was added to a DMSO solution of 6-(4-chlorophenyl)-3-[3-methoxy-4-(2-pyrrolidin-1-ylethoxy)phenyl] thieno[3,2-d]pyrimidin-4(3H)-one (0.50 g, 0.001 mol) at 170° C. After 5 minutes a gummy precipitate was triturated with water and solidified to a tan solid (0.30 g, 60%). Starting materials: O=N[O-], [Na+], O, O=S(=O)(O)O, Nc1nc2ccccc2[n+]([O-])n1. The product is [O-][n+]1nc(O)nc2ccccc21. RXN SMILES: [N:18]([O-:19])=[O:20].[Na+:21].[OH2:22].[S:13]([OH:14])(=[O:15])(=[O:16])[OH:17].[n+:1]1([O-:12])[n:2][c:3]([NH2:11])[n:4][c:5]2[c:6]1[cH:7][cH:8][cH:9][cH:10]2>>[n+:1]1([O-:12])[n:2][c:3]([OH:14])[n:4][c:5]2[c:6]1[cH:7][cH:8][cH:9][cH:10]2. Product: O=C(NO)c1ccc2c(c1)CN(C(=O)NCCc1ccccc1)CC2. Reactants: CO, Cl, O=C(NOC1CCCCO1)c1ccc2c(c1)CN(C(=O)NCCc1ccccc1)CC2. As a reaction SMILES: [CH3:32][OH:33].[ClH:34].[c:1]1([CH2:7][CH2:8][NH:9][C:10](=[O:11])[N:12]2[CH2:13][c:14]3[cH:15][c:16]([C:22](=[O:23])[NH:24][O:25][CH:26]4[CH2:27][CH2:28][CH2:29][CH2:30][O:31]4)[cH:17][cH:18][c:19]3[CH2:20][CH2:21]2)[cH:2][cH:3][cH:4][cH:5][cH:6]1>>[c:1]1([CH2:7][CH2:8][NH:9][C:10](=[O:11])[N:12]2[CH2:13][c:14]3[cH:15][c:16]([C:22](=[O:23])[NH:24][OH:25])[cH:17][cH:18][c:19]3[CH2:20][CH2:21]2)[cH:2][cH:3][cH:4][cH:5][cH:6]1. Starting materials: N1N=NC=C1 (1,2,3-triazole), CC=1OC(=NN1)C1=NC=C(C=C1)C1=C(C=C(C=C1)N1C(O[C@H](C1)CO)=O)F ((R)-3-(4-(2-(2-methyl-[1,3,4]oxadiazol-5-yl)pyridin-5-yl)-3-fluorophenyl)-5-hydroxymethyl oxazolidin-2-one). Yields the product CC=1OC(=NN1)C1=NC=C(C=C1)C1=C(C=C(C=C1)N1C(O[C@H](C1)CN1N=NC=C1)=O)F ((R)-3-(4-(2-(2-methyl-[1,3,4]oxadiazol-5-yl)pyridin-5-yl)-3-fluorophenyl)-5-([1,2,3]triazol-1-yl)methyl oxazolidin-2-one). Reaction SMILES: [NH:1]1[CH:5]=[CH:4][N:3]=[N:2]1.[CH3:6][C:7]1[O:8][C:9]([C:12]2[CH:17]=[CH:16][C:15]([C:18]3[CH:23]=[CH:22][C:21]([N:24]4[CH2:28][C@H:27]([CH2:29]O)[O:26][C:25]4=[O:31])=[CH:20][C:19]=3[F:32])=[CH:14][N:13]=2)=[N:10][N:11]=1>>[CH3:6][C:7]1[O:8][C:9]([C:12]2[CH:17]=[CH:16][C:15]([C:18]3[CH:23]=[CH:22][C:21]([N:24]4[CH2:28][C@H:27]([CH2:29][N:1]5[CH:5]=[CH:4][N:3]=[N:2]5)[O:26][C:25]4=[O:31])=[CH:20][C:19]=3[F:32])=[CH:14][N:13]=2)=[N:10][N:11]=1. Procedure: The same procedure as in Example 24 was conducted, except for adding 1,2,3-triazole and using the compound 16 as a starting material, to obtain the title compound. Starting materials: O=C(Cl)c1ccccc1, Nc1ccc2ccc(Cl)nc2n1, c1ccncc1. Yields the product O=C(Nc1ccc2ccc(Cl)nc2n1)c1ccccc1. RXN SMILES: [C:13]([c:14]1[cH:15][cH:16][cH:17][cH:18][cH:19]1)(=[O:20])[Cl:21].[NH2:1][c:2]1[n:3][c:4]2[n:5][c:6]([Cl:12])[cH:7][cH:8][c:9]2[cH:10][cH:11]1.[cH:22]1[cH:23][cH:24][n:25][cH:26][cH:27]1>>[NH:1]([c:2]1[n:3][c:4]2[n:5][c:6]([Cl:12])[cH:7][cH:8][c:9]2[cH:10][cH:11]1)[C:13]([c:14]1[cH:15][cH:16][cH:17][cH:18][cH:19]1)=[O:20]. The reactants are BrC=1C=C(C=CC1SC1CC1)C(C(=O)OCC)=CC1CC2(CC1)OCC(CO2)(C)C (Ethyl 2-[3-bromo-4-(cyclopropylsulfanyl)phenyl]-3-(8,8-dimethyl-6,10-dioxaspiro[4.5]dec-2-yl)acrylate), C1(CC1)B(O)O (cyclopropylboronic acid), O (water), P(=O)([O-])([O-])[O-].[K+].[K+].[K+] (tripotassium phosphate), O (water). The reagents and catalysts are C=1C=CC(=CC1)[P](C=2C=CC=CC2)(C=3C=CC=CC3)[Pd]([P](C=4C=CC=CC4)(C=5C=CC=CC5)C=6C=CC=CC6)([P](C=7C=CC=CC7)(C=8C=CC=CC8)C=9C=CC=CC9)[P](C=1C=CC=CC1)(C=1C=CC=CC1)C=1C=CC=CC1 (tetrakis(triphenylphosphine)palladium). Run in C1(=CC=CC=C1)C (toluene), C(C)(=O)OCC (ethyl acetate). Conditions: temperature 100 celsius, time 20 hour. The product is BrC=1C=C(C=CC1S(=O)(=O)C1CC1)C(C(=O)OCC)=CC1CC2(CC1)OCC(CO2)(C)C (ethyl 2-[3-bromo-4-(cyclopropylsulfonyl)phenyl]-3-(8,8-dimethyl-6,10-dioxaspiro[4.5]dec-2-yl)acrylate). RXN SMILES: [Br:1][C:2]1[CH:3]=[C:4]([C:12](=[CH:18][CH:19]2[CH2:23][CH2:22][C:21]3([O:28][CH2:27][C:26]([CH3:30])([CH3:29])[CH2:25][O:24]3)[CH2:20]2)[C:13]([O:15][CH2:16][CH3:17])=[O:14])[CH:5]=[CH:6][C:7]=1[S:8][CH:9]1[CH2:11][CH2:10]1.C1(B(O)[OH:35])CC1.P([O-])([O-])([O-])=O.[K+].[K+].[K+].[OH2:45]>C1(C)C=CC=CC=1.C1C=CC([P]([Pd]([P](C2C=CC=CC=2)(C2C=CC=CC=2)C2C=CC=CC=2)([P](C2C=CC=CC=2)(C2C=CC=CC=2)C2C=CC=CC=2)[P](C2C=CC=CC=2)(C2C=CC=CC=2)C2C=CC=CC=2)(C2C=CC=CC=2)C2C=CC=CC=2)=CC=1.C(OCC)(=O)C>[Br:1][C:2]1[CH:3]=[C:4]([C:12](=[CH:18][CH:19]2[CH2:23][CH2:22][C:21]3([O:24][CH2:25][C:26]([CH3:29])([CH3:30])[CH2:27][O:28]3)[CH2:20]2)[C:13]([O:15][CH2:16][CH3:17])=[O:14])[CH:5]=[CH:6][C:7]=1[S:8]([CH:9]1[CH2:11][CH2:10]1)(=[O:35])=[O:45] |f:2.3.4.5,^1:56,58,77,96|. Procedure: Ethyl 2-[3-bromo-4-(cyclopropylsulfanyl)phenyl]-3-(8,8-dimethyl-6,10-dioxaspiro[4.5]dec-2-yl)acrylate (2.40 g, (E)/(Z)-mixture), cyclopropylboronic acid (606 mg, 7.05 mmol), and tetrakis(triphenylphosphine)palladium (272 mg, 0.24 mmol) were dissolved in toluene (72 mL), and to this solution were added tripotassium phosphate (1.80 g, 8.46 mmol) and water (3.6 mL). The mixture was stirred at 100° C. for 20 hours. It was cooled to room temperature, and water and ethyl acetate were added thereto. Th... The reactants are ICC (iodoethane), S1C(=CC=C1)C(=O)O (thiophencarboxylic acid), [Li+].CC(C)[N-]C(C)C (LDA). Solvent: C1CCOC1 (THF), C1CCOC1 (THF). Run at temperature -78 celsius, time 1 hour. The product is C(C)C1=CC=C(S1)C(=O)O (5-Ethyl-thiophene-2-carboxylic acid). As a reaction SMILES: [S:1]1[CH:5]=[CH:4][CH:3]=[C:2]1[C:6]([OH:8])=[O:7].[Li+].[CH3:10][CH:11]([N-]C(C)C)C.ICC>C1COCC1>[CH2:10]([C:5]1[S:1][C:2]([C:6]([OH:8])=[O:7])=[CH:3][CH:4]=1)[CH3:11] |f:1.2|. Procedure details: A solution of thiophencarboxylic acid (4.00 g, 30.9 mmol) in THF (24 mL) is added dropwise via a syringe to a stirred solution of LDA (32.5 mL, 2 M in toluene) in THF (40 mL) cooled to −78° C. The temperature of the reaction is maintained at −78° C. for 10 min before iodoethane (4.87 g, 30.9 mmol) is added. The mixture is stirred at −78° C. for 1 h and is then allowed to warm to rt overnight. The reaction is quenched by the addition of water. The mixture is acidified and extracted three times wi...